This data is from the Open Reaction Database (ORD), a public repository of structured organic reaction records. The task is: describe an organic reaction: reactants, conditions, products, and yield Reactants: COc1ccc(-c2cccc(C(O)C#N)n2)cc1OC, N#CC(O)c1cccc(Oc2ccccc2F)n1, [Cl-], CC(C)C(C(=O)O)c1cc2cc(Cl)ccc2s1. Product: CC(C)C(C(=O)OC(C#N)c1cccc(Oc2ccccc2F)n1)c1cc2cc(Cl)ccc2s1. As a reaction SMILES: [C:1]([CH:2]([c:3]1[cH:4][cH:5][cH:6][c:7](-[c:8]2[cH:9][cH:10][c:11]([O:12][CH3:13])[c:14]([O:15][CH3:16])[cH:17]2)[n:18]1)[OH:19])#[N:20].[C:21](#[N:22])[CH:23]([OH:24])[c:25]1[n:26][c:27]([O:31][c:32]2[c:33]([F:38])[cH:34][cH:35][cH:36][cH:37]2)[cH:28][cH:29][cH:30]1.[Cl-:39].[Cl:40][c:41]1[cH:42][cH:43][c:44]2[c:45]([cH:46][c:47]([CH:49]([C:50](=[O:51])[OH:52])[CH:53]([CH3:54])[CH3:55])[s:48]2)[cH:56]1>>[C:21](#[N:22])[CH:23]([O:24][C:50]([CH:49]([c:47]1[cH:46][c:45]2[c:44]([cH:43][cH:42][c:41]([Cl:40])[cH:56]2)[s:48]1)[CH:53]([CH3:54])[CH3:55])=[O:51])[c:25]1[n:26][c:27]([O:31][c:32]2[c:33]([F:38])[cH:34][cH:35][cH:36][cH:37]2)[cH:28][cH:29][cH:30]1. Reactants: NC1=C(C(=O)N(C)OC)C=CC(=N1)Cl (2-Amino-6-chloro-N-methoxy-N-methyl-nicotinamide), BrC1=C(C=CC=C1F)F (2-bromo-1,3-difluorobenzene). Product: NC1=NC(=CC=C1C(=O)C1=C(C=CC=C1F)F)Cl ((2-Amino-6-chloro-pyridin-3-yl)-(2,6-difluoro-phenyl)-methanone). Reaction SMILES: [NH2:1][C:2]1[N:13]=[C:12]([Cl:14])[CH:11]=[CH:10][C:3]=1[C:4](N(OC)C)=[O:5].Br[C:16]1[C:21]([F:22])=[CH:20][CH:19]=[CH:18][C:17]=1[F:23]>>[NH2:1][C:2]1[C:3]([C:4]([C:16]2[C:21]([F:22])=[CH:20][CH:19]=[CH:18][C:17]=2[F:23])=[O:5])=[CH:10][CH:11]=[C:12]([Cl:14])[N:13]=1. Reported procedure: The title compound was prepared from 2-Amino-6-chloro-N-methoxy-N-methyl-nicotinamide (Example 3) and 2-bromo-1,3-difluorobenzene (Aldrich) using the procedure described in Example 7. HRMS, observed: 268.0217, Calcd for M+: 268.0215. The reactants are C(=C)C1=CC=CC2=CC=CC=C12 (1-vinylnaphthalene), C(CCCCCCC)S (octanethiol), N(=NC(C#N)(C)C)C(C#N)(C)C (2,2′-azobis(2-methylpropionitrile)). Run at temperature 110 celsius, time 68 hour. Yields the product C1(=CC=CC2=CC=CC=C12)CCSCCCCCCCC ((2-(naphthalene-1-yl)ethyl)(octyl)sulfane). Reaction SMILES: [CH:1]([C:3]1[C:12]2[C:7](=[CH:8][CH:9]=[CH:10][CH:11]=2)[CH:6]=[CH:5][CH:4]=1)=[CH2:2].[CH2:13]([SH:21])[CH2:14][CH2:15][CH2:16][CH2:17][CH2:18][CH2:19][CH3:20].N(C(C)(C)C#N)=NC(C)(C)C#N>>[C:3]1([CH2:1][CH2:2][S:21][CH2:13][CH2:14][CH2:15][CH2:16][CH2:17][CH2:18][CH2:19][CH3:20])[C:12]2[C:7](=[CH:8][CH:9]=[CH:10][CH:11]=2)[CH:6]=[CH:5][CH:4]=1. Reported procedure: 5.0 grams (32.4 mmol, MW: 154.21) 1-vinylnaphthalene, 7.1 grams (48.6 mmol, MW: 146.29) octanethiol and 0.266 grams (1.62 mmol, MW: 164.21) 2,2′-azobis(2-methylpropionitrile) (AIBN) were charged in a 25 milliliter thick sealed glass reactor. After addition, the reaction mixture was stirred for 68 hours at 110° C. The reaction was then stopped and cooled down to room temperature. The excess of unreacted octanethiol was removed by air bath oven at 200° C. under vacuum for 1 hour. The final product...